This data is from the Open Reaction Database (ORD), a public repository of structured organic reaction records. The task is: describe an organic reaction: reactants, conditions, products, and yield The reactants are BrC=1C=C2CCC(NC2=CC1)=S (6-bromo-3,4-dihydroquinoline-2(1H)-thione), C(=O)NN (formic hydrazide). Solvent: O (water), C(CCC)O (n-butanol). Run at temperature 140 celsius, time 1 hour. Product: BrC=1C=C2CCC=3N(C2=CC1)C=NN3 (7-bromo-4,5-dihydro-[1,2,4]triazolo[4,3-a]quinoline). RXN SMILES: [Br:1][C:2]1[CH:3]=[C:4]2[C:9](=[CH:10][CH:11]=1)[NH:8][C:7](=S)[CH2:6][CH2:5]2.[CH:13]([NH:15][NH2:16])=O>C(O)CCC.O>[Br:1][C:2]1[CH:3]=[C:4]2[C:9](=[CH:10][CH:11]=1)[N:8]1[CH:13]=[N:15][N:16]=[C:7]1[CH2:6][CH2:5]2. Procedure details: To a stirred solution of 6-bromo-3,4-dihydroquinoline-2(1H)-thione (74-4; 0.17 g, 0.0007 mol) in n-butanol (2 mL) was added formic hydrazide (0.105 g, 0.0017 mol) at room temperature. Reaction mass was allowed to stir at 140° C. for 1 h under microwave irradiation conditions. The reaction mixture was cooled to room temperature, diluted with water (10 mL) and extracted with ethyl acetate (2×10 mL). The combined organic layer was washed with saturated aqueous sodium chloride solution, dried over s... Starting materials: Br[Bi](Br)Br, CCOC(=O)C1CC(O[Si](C)(C)C(C)(C)C)CC1CC, CC[SiH](CC)CC, CC#N, O=C1CCOCC1. Yields the product CCOC(=O)C1CC(OC2CCOCC2)CC1CC. As a reaction SMILES: [Bi:28]([Br:29])([Br:30])[Br:31].[C:1]([Si:2]([CH3:3])([CH3:4])[O:6][CH:7]1[CH2:8][CH:9]([CH2:17][CH3:18])[CH:10]([C:12](=[O:13])[O:14][CH2:15][CH3:16])[CH2:11]1)([CH3:5])([CH3:19])[CH3:20].[CH2:21]([SiH:22]([CH2:23][CH3:24])[CH2:25][CH3:26])[CH3:27].[CH3:39][C:40]#[N:41].[O:32]1[CH2:33][CH2:34][C:35](=[O:38])[CH2:36][CH2:37]1>>[O:6]([CH:7]1[CH2:8][CH:9]([CH2:17][CH3:18])[CH:10]([C:12](=[O:13])[O:14][CH2:15][CH3:16])[CH2:11]1)[CH:35]1[CH2:34][CH2:33][O:32][CH2:37][CH2:36]1. Reactants: CC(CNC(C)(C)C)(C)N (1,1-dimethyl-2-t-butylaminoethylamin), C(Cl)(Cl)Cl (chloroform), CC(=O)CC (methylethylketon), [OH-].[Na+] (NaOH). Yields the product C(C)(C)(C)N1C(C(NC(C1)(C)C)(C)CC)=O (1-t-Butyl-3-ethyl-3,5,5-trimethyl-piperazin-2-on). The yield is 99.0%. RXN SMILES: [CH3:1][C:2]([NH2:10])([CH3:9])[CH2:3][NH:4][C:5]([CH3:8])([CH3:7])[CH3:6].[CH3:11][C:12]([CH2:14][CH3:15])=O.[OH-:16].[Na+].[CH:18](Cl)(Cl)Cl>>[C:5]([N:4]1[CH2:3][C:2]([CH3:9])([CH3:1])[NH:10][C:12]([CH2:14][CH3:15])([CH3:18])[C:11]1=[O:16])([CH3:8])([CH3:7])[CH3:6] |f:2.3|. Procedure details: In analogy to Example B21, 1,1-dimethyl-2-t-butylaminoethylamin, methylethylketon, chloroform and NaOH are reacted to give the raw title compound (99%) as an yellow oil. Reactants: C(C1=CC=CC=C1)OC(=O)N1COC([C@@H]1CCBr)=O ((4S)-3-benzyloxycarbonyl-4-(2-bromoethyl)-1,3-oxazolidin-5-one), P(OCC)(OCC)OCC (triethyl phosphite). Run at temperature 120 celsius. Product: C(C1=CC=CC=C1)OC(=O)N1COC([C@@H]1CCP(=O)(OCC)OCC)=O ((4S)-3-benzyloxycarbonyl-4-[2-(diethoxyphosphinyl)ethyl]-1,3-oxazolidin-5-one). The yield is 34.8%. Reaction SMILES: [CH2:1]([O:8][C:9]([N:11]1[C@@H:15]([CH2:16][CH2:17]Br)[C:14](=[O:19])[O:13][CH2:12]1)=[O:10])[C:2]1[CH:7]=[CH:6][CH:5]=[CH:4][CH:3]=1.[P:20]([O:27]CC)([O:24][CH2:25][CH3:26])[O:21][CH2:22][CH3:23]>>[CH2:1]([O:8][C:9]([N:11]1[C@@H:15]([CH2:16][CH2:17][P:20]([O:24][CH2:25][CH3:26])([O:21][CH2:22][CH3:23])=[O:27])[C:14](=[O:19])[O:13][CH2:12]1)=[O:10])[C:2]1[CH:7]=[CH:6][CH:5]=[CH:4][CH:3]=1. Procedure: 3.28 g (10 mmol) of (4S)-3-benzyloxycarbonyl-4-(2-bromomethyl)-1,3-oxazolidin-5-one (from Example 5) are mixed with 3.39 g (20 mmol) of triethyl phosphite and the mixture is heated under argon for 18 hours at 120° C. The excess triethyl phosphite is distilled off under high vacuum and the residue is purified by chromatography on silica gel (mobile phase: dichloromethane/acetonitrile). 1.34 g (34.8% of theory) of (4S)-3-benzyloxycarbonyl-4-[2-(diethoxyphosphinyl)ethyl]-1,3-oxazolidin-5-one are ob... Solvent: CO (methanol). Reactants: C(C)(C)(C)[C@@H](CC=C)NNC(C1=C(C(=CC=C1)OC)C)=O ((R)-3-methoxy-2-methyl-benzoic acid N′-(1-tert-butyl-but-3-enyl)-hydrazide), [H][H] (hydrogen). Run at time 2.5 hour. The reagents and catalysts are [Pd] (Palladium on charcoal). Reaction SMILES: [C:1]([C@H:5]([NH:9][NH:10][C:11](=[O:21])[C:12]1[CH:17]=[CH:16][CH:15]=[C:14]([O:18][CH3:19])[C:13]=1[CH3:20])[CH2:6][CH:7]=[CH2:8])([CH3:4])([CH3:3])[CH3:2].[H][H]>CO.[Pd]>[C:1]([C@H:5]([NH:9][NH:10][C:11](=[O:21])[C:12]1[CH:17]=[CH:16][CH:15]=[C:14]([O:18][CH3:19])[C:13]=1[CH3:20])[CH2:6][CH2:7][CH3:8])([CH3:2])([CH3:3])[CH3:4]. Reported procedure: (R)-3-methoxy-2-methyl-benzoic acid N′-(1-tert-butyl-but-3-enyl)-hydrazide (3.05 g, 10.5 mmol) was dissolved in 100 mL methanol. Palladium on charcoal (1%, 240 mg) was carefully added, and the mixture was shaken on a Parr hydrogenator for 2.5 hours at a starting pressure of 55 psi. DEcREase in pressure was monitored as a measure of the reaction progress; after 1.5 hours, hydrogen uptake ceased. The mixture was filtered through a pad of Celite, and solvent was removed in vacuo. Analysis by TLC us... Yields the product C(C)(C)(C)[C@@H](CCC)NNC(C1=C(C(=CC=C1)OC)C)=O ((R)-3-methoxy-2-methyl-benzoic acid N′-(1-tert-butyl-butyl)-hydrazide).